Task: describe an organic reaction: reactants, conditions, products, and yield. Dataset: the Open Reaction Database (ORD), a public repository of structured organic reaction records Starting materials: O=C(C1CC1)N1CCC(Cc2n[nH]c(=O)n2-c2ccc(Br)cc2Cl)C1, O=C([O-])[O-], C1COCCO1, CC1(C)OB(c2ccc3[nH]ccc3c2)OC1(C)C, [K+], [K+], O, c1ccc(P(c2ccccc2)(c2ccccc2)[Pd](P(c2ccccc2)(c2ccccc2)c2ccccc2)(P(c2ccccc2)(c2ccccc2)c2ccccc2)P(c2ccccc2)(c2ccccc2)c2ccccc2)cc1. As a reaction SMILES: [Br:1][c:2]1[cH:3][c:4]([Cl:25])[c:5](-[n:8]2[c:9](=[O:24])[nH:10][n:11][c:12]2[CH2:13][CH:14]2[CH2:15][N:16]([C:19](=[O:20])[CH:21]3[CH2:22][CH2:23]3)[CH2:17][CH2:18]2)[cH:6][cH:7]1.[C:44](=[O:45])([O-:46])[O-:47].[CH2:50]1[O:51][CH2:52][CH2:53][O:54][CH2:55]1.[CH3:26][C:27]1([CH3:28])[C:29]([CH3:30])([CH3:31])[O:32][B:33]([c:34]2[cH:35][c:36]3[cH:37][cH:38][nH:39][c:40]3[cH:41][cH:42]2)[O:43]1.[K+:48].[K+:49].[OH2:56].[cH:57]1[cH:58][cH:59][c:60]([P:61]([Pd:62]([P:63]([c:64]2[cH:65][cH:66][cH:67][cH:68][cH:69]2)([c:70]2[cH:71][cH:72][cH:73][cH:74][cH:75]2)[c:76]2[cH:77][cH:78][cH:79][cH:80][cH:81]2)([P:82]([c:83]2[cH:84][cH:85][cH:86][cH:87][cH:88]2)([c:89]2[cH:90][cH:91][cH:92][cH:93][cH:94]2)[c:95]2[cH:96][cH:97][cH:98][cH:99][cH:100]2)[P:101]([c:102]2[cH:103][cH:104][cH:105][cH:106][cH:107]2)([c:108]2[cH:109][cH:110][cH:111][cH:112][cH:113]2)[c:114]2[cH:115][cH:116][cH:117][cH:118][cH:119]2)([c:120]2[cH:121][cH:122][cH:123][cH:124][cH:125]2)[c:126]2[cH:127][cH:128][cH:129][cH:130][cH:131]2)[cH:132][cH:133]1>>[c:2]1(-[c:34]2[cH:35][c:36]3[cH:37][cH:38][nH:39][c:40]3[cH:41][cH:42]2)[cH:3][c:4]([Cl:25])[c:5](-[n:8]2[c:9](=[O:24])[nH:10][n:11][c:12]2[CH2:13][CH:14]2[CH2:15][N:16]([C:19](=[O:20])[CH:21]3[CH2:22][CH2:23]3)[CH2:17][CH2:18]2)[cH:6][cH:7]1. Product: O=C(C1CC1)N1CCC(Cc2n[nH]c(=O)n2-c2ccc(-c3ccc4[nH]ccc4c3)cc2Cl)C1.